From a dataset of the Open Reaction Database (ORD), a public repository of structured organic reaction records. describe an organic reaction: reactants, conditions, products, and yield Reported procedure: A solution of 0.820 g of 2′-(N-benzyloxycarbonyl-D-alanyl)-2(R)-[1(RS)-[(benzyloxy)carbamoyl]-4-phenylbutyl]-2′-isobutyl-4-methylvalerohydrazide in 20 ml methanol was hydrogenated in the presence of 0.240 g of 5% palladium-on-carbon for 1.5 hours. The catalyst was removed by filtration and the solvent was evaporated. The residue was triturated with diethyl ether to give 0.480 g of 2′-(D-alanyl)-2(R)-[1(RS)-(hydroxycarbamoyl)-4-phenylbutyl]-2′-isobutyl-4-methylvalerohydrazide in the form of a col... The solvent is CO (methanol). Yield: 87.8%. RXN SMILES: C(OC([NH:11][C@@H:12]([C:14]([N:16]([CH2:46][CH:47]([CH3:49])[CH3:48])[NH:17][C:18](=[O:45])[C@@H:19]([CH:24]([C:34](=[O:44])[NH:35][O:36]CC1C=CC=CC=1)[CH2:25][CH2:26][CH2:27][C:28]1[CH:33]=[CH:32][CH:31]=[CH:30][CH:29]=1)[CH2:20][CH:21]([CH3:23])[CH3:22])=[O:15])[CH3:13])=O)C1C=CC=CC=1>CO.[Pd]>[NH2:11][C@@H:12]([C:14]([N:16]([CH2:46][CH:47]([CH3:49])[CH3:48])[NH:17][C:18](=[O:45])[C@@H:19]([CH:24]([C:34](=[O:44])[NH:35][OH:36])[CH2:25][CH2:26][CH2:27][C:28]1[CH:29]=[CH:30][CH:31]=[CH:32][CH:33]=1)[CH2:20][CH:21]([CH3:23])[CH3:22])=[O:15])[CH3:13]. The reactants are C(C1=CC=CC=C1)OC(=O)N[C@H](C)C(=O)N(NC([C@H](CC(C)C)C(CCCC1=CC=CC=C1)C(NOCC1=CC=CC=C1)=O)=O)CC(C)C (2′-(N-benzyloxycarbonyl-D-alanyl)-2(R)-[1(RS)-[(benzyloxy)carbamoyl]-4-phenylbutyl]-2′-isobutyl-4-methylvalerohydrazide). Yields the product N[C@H](C)C(=O)N(NC([C@H](CC(C)C)C(CCCC1=CC=CC=C1)C(NO)=O)=O)CC(C)C (2′-(D-alanyl)-2(R)-[1(RS)-(hydroxycarbamoyl)-4-phenylbutyl]-2′-isobutyl-4-methylvalerohydrazide). Reagents/catalysts: [Pd] (palladium-on-carbon).